This data is from the Open Reaction Database (ORD), a public repository of structured organic reaction records. The task is: describe an organic reaction: reactants, conditions, products, and yield The reactants are CCOC(=O)CBr, O=C([O-])[O-], CCO, [K+], [K+], S=c1[nH]c(-c2ccccc2)c(-c2ccccc2)o1. Product: CCOC(=O)CSc1nc(-c2ccccc2)c(-c2ccccc2)o1. As a reaction SMILES: [Br:25][CH2:26][C:27](=[O:28])[O:29][CH2:30][CH3:31].[C:19](=[O:20])([O-:21])[O-:22].[CH3:32][CH2:33][OH:34].[K+:23].[K+:24].[c:1]1(-[c:7]2[nH:8][c:9](=[S:18])[o:10][c:11]2-[c:12]2[cH:13][cH:14][cH:15][cH:16][cH:17]2)[cH:2][cH:3][cH:4][cH:5][cH:6]1>>[c:1]1(-[c:7]2[n:8][c:9]([S:18][CH2:26][C:27](=[O:28])[O:29][CH2:30][CH3:31])[o:10][c:11]2-[c:12]2[cH:13][cH:14][cH:15][cH:16][cH:17]2)[cH:2][cH:3][cH:4][cH:5][cH:6]1. RXN SMILES: [C:13]([Cl:14])(=[O:15])[C:16]([Cl:17])=[O:18].[CH2:11][CH3:12].[CH3:1][CH:2]([CH3:3])[CH2:4][c:5]1[cH:6][cH:7][cH:8][cH:9][cH:10]1.[c:19]1(-[c:20]2[cH:21][cH:22][c:23]([C:29](=[O:30])[C:31](=[O:32])[O:33][CH2:34][CH3:35])[cH:24][cH:25]2)[cH:26][cH:27][cH:28][cH:36][cH:37]1>>[CH3:1][CH:2]([CH3:3])[CH2:4][c:5]1[cH:6][cH:7][c:8]([C:29](=[O:30])[C:31](=[O:32])[O:33][CH2:34][CH3:35])[cH:9][cH:10]1. Reactants: O=C(Cl)C(=O)Cl, [CH2]C, CC(C)Cc1ccccc1, CCOC(=O)C(=O)c1ccc(-c2ccccc2)cc1. Yields the product CCOC(=O)C(=O)c1ccc(CC(C)C)cc1. The reactants are CCOC(=O)/C(=C\C)/P(=O)(OCC)OCC (4-phosphonocrotonic acid triethyl ester), [K].C(C)(C)(C)[O-] (potassium tert-butanolate), C(C)OCC (diethyl ether), BrC1=CC=CC(=N1)C=O (6-bromopyridine-2-aldehyde). The solvent is O1CCCC1 (tetrahydrofuran). Conditions: temperature -20 celsius, time 30 minute. Yields the product C(C)OC(\C=C\C=C\C1=NC(=CC=C1)Br)=O (5-(6-bromo-2-pyridyl)-(E,E)-2,4-pentadienoic acid ethyl ester). Isolated yield 67.4%. Reaction SMILES: [CH3:1][CH2:2][O:3][C:4](/[C:6](/P(OCC)(OCC)=O)=[CH:7]\[CH3:8])=[O:5].[K].C([O-])(C)(C)C.[Br:23][C:24]1[N:29]=[C:28]([CH:30]=O)[CH:27]=[CH:26][CH:25]=1.C(OCC)C>O1CCCC1>[CH2:2]([O:3][C:4](=[O:5])/[CH:6]=[CH:7]/[CH:8]=[CH:30]/[C:28]1[CH:27]=[CH:26][CH:25]=[C:24]([Br:23])[N:29]=1)[CH3:1] |f:1.2,^1:16|. Procedure details: A solution of 5.88 g of 4-phosphonocrotonic acid triethyl ester in 60 ml of tetrahydrofuran is mixed in portions with 2.5 g of potassium-tert-butanolate with stirring and under argon atmosphere at -20° C. After 30 minutes, a solution of 2.6 g of 6-bromopyridine-2-aldehyde is instilled at -20° C. and the mixture is stirred at this temperature for another hour. The reaction mixture is poured on ice, shaken out with diethyl ether, the organic phase is washed with saturated common salt solution, dri... Reactants: ClC1=C(C=C2C(C(=C3N(C2=C1)CCS3)C(=O)O)=O)F (8-chloro-7-fluoro-5-oxo-1,2-dihydro-5H-thiazolo(3,2-a)quinoline-4-carboxylic acid), N1CCNCC1 (piperazine), Cl (hydrochloric acid). The solvent is N1=CC=CC=C1 (pyridine). The product is FC=1C=C2C(C(=C3N(C2=CC1N1CCNCC1)CCS3)C(=O)O)=O (7-Fluoro-8-(1-piperazinyl)-5-oxo-1,2-dihydro-5H-thiazolo(3,2-a)quinoline-4-carboxylic acid). As a reaction SMILES: Cl[C:2]1[CH:11]=[C:10]2[C:5]([C:6](=[O:18])[C:7]([C:15]([OH:17])=[O:16])=[C:8]3[S:14][CH2:13][CH2:12][N:9]32)=[CH:4][C:3]=1[F:19].[NH:20]1[CH2:25][CH2:24][NH:23][CH2:22][CH2:21]1.Cl>N1C=CC=CC=1>[F:19][C:3]1[CH:4]=[C:5]2[C:10](=[CH:11][C:2]=1[N:20]1[CH2:25][CH2:24][NH:23][CH2:22][CH2:21]1)[N:9]1[CH2:12][CH2:13][S:14][C:8]1=[C:7]([C:15]([OH:17])=[O:16])[C:6]2=[O:18]. Procedure details: To one gram of 8-chloro-7-fluoro-5-oxo-1,2-dihydro-5H-thiazolo(3,2-a)quinoline-4-carboxylic acid (33 mmol) were added 2.87 grams (33 mmol) of anhydrous piperazine and 30 ml of pyridine and the resulting suspension was heated to reflux for twelve hours in an oil bath. Pyridine was evaporated therefrom under reduced pressure, water was added to the residue, and the mixture was again concentrated under reduced pressure. Water was added to the resulting residue, then 4 ml of 2 N aqueous solution of ... The reactants are NC1=NC(=CC(=N1)Cl)CC (2-Amino-4-chloro-6-ethylpyrimidine), NC1=NC(=CC(=N1)Cl)CC (2-Amino-4-chloro-6-ethylpyrimidine), FC=1C=C(N)C=CC1SC1=CC=NC=C1 (3-fluoro-4-(4-pyridinylthio)aniline). The solvent is Cl (HCl). Yields the product C(C)C1=CC(=NC(=N1)N)NC1=CC(=C(C=C1)SC1=CC=NC=C1)F (6-ethyl-N4-[3-fluoro-4-(4-pyridinylsulfanyl)phenyl]-2,4-pyrimidinediamine). Isolated yield 3.4%. Reaction SMILES: [NH2:1][C:2]1[N:7]=[C:6](Cl)[CH:5]=[C:4]([CH2:9][CH3:10])[N:3]=1.[F:11][C:12]1[CH:13]=[C:14]([CH:16]=[CH:17][C:18]=1[S:19][C:20]1[CH:25]=[CH:24][N:23]=[CH:22][CH:21]=1)[NH2:15]>Cl>[CH2:9]([C:4]1[N:3]=[C:2]([NH2:1])[N:7]=[C:6]([NH:15][C:14]2[CH:16]=[CH:17][C:18]([S:19][C:20]3[CH:25]=[CH:24][N:23]=[CH:22][CH:21]=3)=[C:12]([F:11])[CH:13]=2)[CH:5]=1)[CH3:10]. Procedure details: 2-Amino-4-chloro-6-ethylpyrimidine (Intermediate A8, 55.1 mg, 0.25 mmol) and Intermediate B7(39.4 mg, 0.25 mmol) were suspended in 0.01 M aqueous HCl (500 μL). The mixture was refluxed for 6 h. The reaction was cooled to room temperature and the solvent was evaporated by vacuum. The residue was purified by reversed phase chromatography on a YMC Pack-pro C18 column (trademark) eluting with acetonitrile/H2O (10:90-90:10 gradient). The compound was further purified by preparative TLC eluting with C... Starting materials: CC(C)(C)OC(=O)NC(CCCNC(=N)N)C(=O)O, Cl, NCc1ccccc1. Product: CC(C)(C)OC(=O)NC(CCCNC(=N)N)C(=O)O, [NH-]Cc1ccccc1. RXN SMILES: [C:2](=[O:3])([O:4][C:5]([CH3:6])([CH3:7])[CH3:8])[NH:9][CH:10]([CH2:11][CH2:12][CH2:13][NH:14][C:15]([NH2:16])=[NH:17])[C:18](=[O:19])[OH:20].[ClH:1].[NH2:21][CH2:22][c:23]1[cH:24][cH:25][cH:26][cH:27][cH:28]1>>[C:2](=[O:3])([O:4][C:5]([CH3:6])([CH3:7])[CH3:8])[NH:9][CH:10]([CH2:11][CH2:12][CH2:13][NH:14][C:15](=[NH:16])[NH2:17])[C:18](=[O:19])[OH:20].[NH-:21][CH2:22][c:23]1[cH:24][cH:25][cH:26][cH:27][cH:28]1. The reactants are O (water), C(C)(=O)N1CC(N(CC2=C1C=CC=C2)S(=O)(=O)C2=CC=C(C=C2)OC)C(=O)OC (methyl 1-acetyl-4-(4-methoxybenzenesulfonyl)-2,3,4,5-tetrahydro-1H-[1,4]benzodiazepine-3-carboxylate), solution, B(Br)(Br)Br (boron tribromide). Solvent: C(Cl)Cl (methylene chloride), C(Cl)Cl (methylene chloride). Yields the product C(C)(=O)N1CC(N(CC2=C1C=CC=C2)S(=O)(=O)C2=CC=C(C=C2)O)C(=O)OC (Methyl 1-acetyl-4-(4-hydroxybenzenesulfonyl)-2,3,4,5-tetrahydro-1H-[1,4]-benzodiazepine-3-carboxylate). Isolated yield 33.8%. As a reaction SMILES: [C:1]([N:4]1[C:10]2[CH:11]=[CH:12][CH:13]=[CH:14][C:9]=2[CH2:8][N:7]([S:15]([C:18]2[CH:23]=[CH:22][C:21]([O:24]C)=[CH:20][CH:19]=2)(=[O:17])=[O:16])[CH:6]([C:26]([O:28][CH3:29])=[O:27])[CH2:5]1)(=[O:3])[CH3:2].B(Br)(Br)Br.O>C(Cl)Cl>[C:1]([N:4]1[C:10]2[CH:11]=[CH:12][CH:13]=[CH:14][C:9]=2[CH2:8][N:7]([S:15]([C:18]2[CH:23]=[CH:22][C:21]([OH:24])=[CH:20][CH:19]=2)(=[O:17])=[O:16])[CH:6]([C:26]([O:28][CH3:29])=[O:27])[CH2:5]1)(=[O:3])[CH3:2]. Reported procedure: To a 0° C. solution of methyl 1-acetyl-4-(4-methoxybenzenesulfonyl)-2,3,4,5-tetrahydro-1H-[1,4]benzodiazepine-3-carboxylate (9.8 g, 23.42 mmol) in methylene chloride (50 ml) was added, dropwise, a 1.0 molar solution of boron tribromide (51.52 ml, 51.52 mmol) in methylene chloride and the mixture was stirred overnight at room temperature. Ice and water were added to the reaction mixture and the insolubles filtered off. The filtrate was diluted with methylene chloride and water. The organic layer ... Reaction conditions: time 10 minute. As a reaction SMILES: [Cl:1][C:2]1[C:7]([CH3:8])=[CH:6][CH:5]=[C:4]([Cl:9])[C:3]=1[NH:10][C:11]1[CH:16]=[CH:15][CH:14]=[CH:13][C:12]=1[C:17]1[O:21][C:20](=[S:22])[NH:19][N:18]=1.[OH-].[Na+].I[CH3:26]>CO>[Cl:1][C:2]1[C:7]([CH3:8])=[CH:6][CH:5]=[C:4]([Cl:9])[C:3]=1[NH:10][C:11]1[CH:16]=[CH:15][CH:14]=[CH:13][C:12]=1[C:17]1[O:21][C:20]([S:22][CH3:26])=[N:19][N:18]=1 |f:1.2|. Product: ClC1=C(C(=CC=C1C)Cl)NC1=C(C=CC=C1)C=1OC(=NN1)SC (2,6-dichloro-3-methyl-N-[2-[5-(methylthio)-1,3,4-oxadiazol-2-yl]phenyl]benzenamine). The reactants are [OH-].[Na+] (sodium hydroxide), ClC1=C(C(=CC=C1C)Cl)NC1=C(C=CC=C1)C1=NNC(O1)=S (5-[2-[(2,6-dichloro-3-methylphenyl)amino]phenyl]-1,3,4-oxadiazole-2(3H)-thione), IC (Iodomethane). The yield is 86.1%. Run in CO (methanol). Procedure details: To a room temperature suspension of 5-[2-[(2,6-dichloro-3-methylphenyl)amino]phenyl]-1,3,4-oxadiazole-2(3H)-thione (1.706 g, 4.85 mmoles) in 70 ml of methanol is added dropwise 5.0 ml of 1.0N sodium hydroxide. The clear pale yellow solution is stirred at room temperature for 10 minutes. Iodomethane (320.0 μl, 5.13 mmoles) is added dropwise, and stirring is continued for six hours. The white solid is collected by filtration and dried in vacuo overnight at 60° C. to provide 1.530 g (86%) of 2,6-di...